From a dataset of the Open Reaction Database (ORD), a public repository of structured organic reaction records. describe an organic reaction: reactants, conditions, products, and yield Starting materials: OC1(C=2C=CC(=CC2CCC1)C#N)C=1N=CN(C1)C(C1=CC=CC=C1)(C1=CC=CC=C1)C1=CC=CC=C1 (5-hydroxy-5-(1-trityl-1H-imidazol-4-yl)-5,6,7,8-tetrahydronaphthalene-2-carbonitrile), COC1=CC=C(C=C1)P1(SP(S1)(C1=CC=C(C=C1)OC)=S)=S (2,4-bis(4-methoxyphenyl)-1,3,2,4-dithiadiphosphetane 2,4-disulphide). The solvent is C1(=CC=CC=C1)C (toluene). The product is SC1(C=2C=CC(=CC2CCC1)C#N)C=1N=CN(C1)C(C1=CC=CC=C1)(C1=CC=CC=C1)C1=CC=CC=C1 (5-Mercapto-5-(1-trityl-1H-imidazol-4-yl)-5,6,7,8-tetrahydronaphthalene-2-carbonitrile). RXN SMILES: O[C:2]1([C:14]2[N:15]=[CH:16][N:17]([C:19]([C:32]3[CH:37]=[CH:36][CH:35]=[CH:34][CH:33]=3)([C:26]3[CH:31]=[CH:30][CH:29]=[CH:28][CH:27]=3)[C:20]3[CH:25]=[CH:24][CH:23]=[CH:22][CH:21]=3)[CH:18]=2)[CH2:11][CH2:10][CH2:9][C:8]2[CH:7]=[C:6]([C:12]#[N:13])[CH:5]=[CH:4][C:3]1=2.COC1C=CC(P2(=S)SP(=S)(C3C=CC(OC)=CC=3)[S:47]2)=CC=1>C1(C)C=CC=CC=1>[SH:47][C:2]1([C:14]2[N:15]=[CH:16][N:17]([C:19]([C:32]3[CH:37]=[CH:36][CH:35]=[CH:34][CH:33]=3)([C:26]3[CH:31]=[CH:30][CH:29]=[CH:28][CH:27]=3)[C:20]3[CH:25]=[CH:24][CH:23]=[CH:22][CH:21]=3)[CH:18]=2)[CH2:11][CH2:10][CH2:9][C:8]2[CH:7]=[C:6]([C:12]#[N:13])[CH:5]=[CH:4][C:3]1=2. Procedure: A solution of 1 mmol of 5-hydroxy-5-(1-trityl-1H-imidazol-4-yl)-5,6,7,8-tetrahydronaphthalene-2-carbonitrile (Example 1d1) and 0.5 mmol of 2,4-bis(4-methoxyphenyl)-1,3,2,4-dithiadiphosphetane 2,4-disulphide (Lawesson's reagent) [19172-47-5] in 10 ml of toluene is heated to reflux for 2 hours. The reaction mixture is cooled to room temperature and evaporated. The title compound is identified from the residue on the basis of the Rf by flash chromatography (SiO2 60F).